This data is from the Open Reaction Database (ORD), a public repository of structured organic reaction records. The task is: describe an organic reaction: reactants, conditions, products, and yield Starting materials: C(C#CCCCCCCCCCCCCCCCC)C(CO)CO (2-(2-nonadecynyl)-1,3-propanediol), [H-].[Na+] (sodium hydride), C(CCCCCCCCCCCCCCC)Br (hexadecyl bromide). The product is C(CCCCCCCCCCCCCCC)OCC(CO)CC#CCCCCCCCCCCCCCCCC (2-[(Hexadecyloxy)methyl]-4-heneicosyn-1-ol). Reaction SMILES: [CH2:1]([CH:20]([CH2:23][OH:24])[CH2:21][OH:22])[C:2]#[C:3][CH2:4][CH2:5][CH2:6][CH2:7][CH2:8][CH2:9][CH2:10][CH2:11][CH2:12][CH2:13][CH2:14][CH2:15][CH2:16][CH2:17][CH2:18][CH3:19].[H-].[Na+].[CH2:27](Br)[CH2:28][CH2:29][CH2:30][CH2:31][CH2:32][CH2:33][CH2:34][CH2:35][CH2:36][CH2:37][CH2:38][CH2:39][CH2:40][CH2:41][CH3:42]>CN(C)C=O>[CH2:42]([O:24][CH2:23][CH:20]([CH2:1][C:2]#[C:3][CH2:4][CH2:5][CH2:6][CH2:7][CH2:8][CH2:9][CH2:10][CH2:11][CH2:12][CH2:13][CH2:14][CH2:15][CH2:16][CH2:17][CH2:18][CH3:19])[CH2:21][OH:22])[CH2:41][CH2:40][CH2:39][CH2:38][CH2:37][CH2:36][CH2:35][CH2:34][CH2:33][CH2:32][CH2:31][CH2:30][CH2:29][CH2:28][CH3:27] |f:1.2|. Procedure details: A mixture of 5.0 g of 2-(2-nonadecynyl)-1,3-propanediol, 75 ml of N,N-dimethylformamide, 710 mg of 60% sodium hydride and 5.4 ml of hexadecyl bromide is heated at 70° C. for 2 hours and then evaporated. The residue is purified by flash chromatography with an ethyl acetate:petroleum ether gradient to give 5.8 g of the desired compound as white crystals, mp. 46°-47° C. Conditions: temperature 70 celsius. The solvent is CN(C=O)C (N,N-dimethylformamide). Starting materials: O=C1C2=C(OCC3=C1C=CC=C3)C=CC(=C2)OCC(=O)N ([(6,11-dihydro-11-oxodibenzo[b,e]-oxepin-2-yl)oxy]acetamide), C1=C(C=CC=2C(C3=C(CCC21)C=CC=C3)=O)C3=C(C(NC3=O)=O)O (4-(10,11-dihydro-5H-dibenzo[a,d]cyclohepten-5-on-2-yl)3-hydroxy-3-pyrroline-2,5-dione). Yields the product O=C1C2=C(OCC3=C1C=CC=C3)C=CC(=C2)OC2=C(C(NC2=O)=O)O (4-[(6,11-dihydro-11-oxodibenzo[b,e]oxepin-2-yl)oxy]-3-hydroxy-3-pyrroline-2,5-dione). RXN SMILES: [O:1]=[C:2]1[C:8]2[CH:9]=[CH:10][CH:11]=[CH:12][C:7]=2[CH2:6][O:5][C:4]2[CH:13]=[CH:14][C:15]([O:17][CH2:18][C:19]([NH2:21])=[O:20])=[CH:16][C:3]1=2.C1C2CCC3C=CC=CC=3C(=O)C=2C=CC=1C1C(=O)N[C:40](=[O:44])[C:39]=1[OH:45]>>[O:1]=[C:2]1[C:8]2[CH:9]=[CH:10][CH:11]=[CH:12][C:7]=2[CH2:6][O:5][C:4]2[CH:13]=[CH:14][C:15]([O:17][C:18]3[C:19](=[O:20])[NH:21][C:40](=[O:44])[C:39]=3[OH:45])=[CH:16][C:3]1=2. Procedure details: When [(6,11-dihydro-11-oxodibenzo[b,e]-oxepin-2-yl)oxy]acetamide is employed as the starting amide there is obtained 4-[(6,11-dihydro-11-oxodibenzo[b,e]oxepin-2-yl)oxy]-3-hydroxy-3-pyrroline-2,5-dione.